describe an organic reaction: reactants, conditions, products, and yield From a dataset of the Open Reaction Database (ORD), a public repository of structured organic reaction records. Starting materials: CC(C)(C)O, Cc1ccccc1, CN(C)c1ccncc1, O, Cc1cc(O)c(C(=O)O)c(=O)o1. The product is Cc1cc(O)c(C(=O)OC(C)(C)C)c(=O)o1. As a reaction SMILES: [CH3:13][C:14]([CH3:15])([CH3:16])[OH:17].[CH3:19][c:20]1[cH:21][cH:22][cH:23][cH:24][cH:25]1.[CH3:26][N:27]([CH3:28])[c:29]1[cH:30][cH:31][n:32][cH:33][cH:34]1.[OH2:18].[OH:1][c:2]1[c:3]([C:10](=[O:11])[OH:12])[c:4](=[O:9])[o:5][c:6]([CH3:8])[cH:7]1>>[OH:1][c:2]1[c:3]([C:10](=[O:11])[O:12][C:14]([CH3:13])([CH3:15])[CH3:16])[c:4](=[O:9])[o:5][c:6]([CH3:8])[cH:7]1. Starting materials: C(C)(=O)OC(C)=O (acetic anhydride), NC(=O)NC=1NC2=CC(=CC=C2C1C(=O)N)C1=CC(=CC=C1)CO (2-aminocarbonylamino-6-(3-hydroxymethylphenyl)indole-3-carboxamide), NC(=O)NC=1NC2=CC(=CC=C2C1C(=O)N)C1=CC(=CC=C1)CO (2-aminocarbonylamino-6-(3-hydroxymethylphenyl)indole-3-carboxamide). Run in N1=CC=CC=C1 (Pyridine). Reaction conditions: time 8 hour. Product: C(C)(=O)OCC=1C=C(C=CC1)C1=CC=C2C(=C(NC2=C1)NC(=O)N)C(=O)N (6-(3-Acetoxymethylphenyl)-2-aminocarbonylaminoindole-3-carboxamide), solid. Yield: 87.0%. Reaction SMILES: [C:1]([O:4][C:5](=[O:7])[CH3:6])(=O)[CH3:2].[NH2:8][C:9]([NH:11][C:12]1[NH:13][C:14]2[C:19]([C:20]=1[C:21]([NH2:23])=[O:22])=[CH:18][CH:17]=[C:16]([C:24]1[CH:29]=C[CH:27]=[C:26](CO)[CH:25]=1)[CH:15]=2)=[O:10]>N1C=CC=CC=1>[C:5]([O:4][CH2:1][C:2]1[CH:29]=[C:24]([C:16]2[CH:15]=[C:14]3[C:19]([C:20]([C:21]([NH2:23])=[O:22])=[C:12]([NH:11][C:9]([NH2:8])=[O:10])[NH:13]3)=[CH:18][CH:17]=2)[CH:25]=[CH:26][CH:27]=1)(=[O:7])[CH3:6]. Procedure details: Pyridine (4 mL) and acetic anhydride (61 μL, 0.65 mmol) were added to 2-aminocarbonylamino-6-(3-hydroxymethylphenyl)indole-3-carboxamide (Compound 12-1, 0.18 g, 0.55 mmol), and the mixture was stirred at room temperature overnight. The reaction mixture was concentrated under reduced pressure, and water (10 mL) was added to the residue. The precipitated solid was separated by filtration. The resultant solid was washed with water (10 mL) and dried under reduced pressure to give the title compound ... Reactants: C1CCOC1, CO, CCOC(=O)C1Cc2cc(Cl)ccc2NC1=O, Cl, [Na+], [OH-]. The product is O=C(O)C1Cc2cc(Cl)ccc2NC1=O. Reaction SMILES: [CH2:21]1[O:22][CH2:23][CH2:24][CH2:25]1.[CH3:26][OH:27].[Cl:3][c:4]1[cH:5][c:6]2[c:11]([cH:12][cH:13]1)[NH:10][C:9](=[O:14])[CH:8]([C:15](=[O:16])[O:17][CH2:18][CH3:19])[CH2:7]2.[ClH:20].[Na+:2].[OH-:1]>>[Cl:3][c:4]1[cH:5][c:6]2[c:11]([cH:12][cH:13]1)[NH:10][C:9](=[O:14])[CH:8]([C:15](=[O:16])[OH:17])[CH2:7]2.